From a dataset of the Open Reaction Database (ORD), a public repository of structured organic reaction records. describe an organic reaction: reactants, conditions, products, and yield Reactants: O.O.O.C(C)(=O)[O-].[Na+] (sodium acetate trihydrate), Cl.NO (hydroxylamine hydrochloride), O=C(CCC(=O)O)C=1C=CC2=C(OC3=C2CCCC3)C1 (4-oxo-4-(6,7,8,9-tetrahydro-dibenzofuran-3-yl)-butyric acid). The product is ON=C(CCC(=O)O)C=1C=CC2=C(OC3=C2CCCC3)C1 (4-Hydroxyimino4-(6,7,8,9-tetrahydro-dibenzofuran-3-yl)-butyric acid). The yield is 51.0%. As a reaction SMILES: [OH2:1].O.O.C([O-])(=O)C.[Na+].Cl.[NH2:10]O.O=[C:13]([C:19]1[CH:20]=[CH:21][C:22]2[C:26]3[CH2:27][CH2:28][CH2:29][CH2:30][C:25]=3[O:24][C:23]=2[CH:31]=1)[CH2:14][CH2:15][C:16]([OH:18])=[O:17]>>[OH:1][N:10]=[C:13]([C:19]1[CH:20]=[CH:21][C:22]2[C:26]3[CH2:27][CH2:28][CH2:29][CH2:30][C:25]=3[O:24][C:23]=2[CH:31]=1)[CH2:14][CH2:15][C:16]([OH:18])=[O:17] |f:0.1.2.3.4,5.6|. Reported procedure: To a methanolic solution (50 mL) of 4-oxo-4-(6,7,8,9-tetrahydro-dibenzofuran-3-yl)-butyric acid (Keumi T., Saga H., Shimakawa S., et al., Fufui Daigaku, Kogakubu Seni Kogyu Kenkyu Shisetsu Hokoku, 1976;14:71-7 (mp 143-146° C.; mp 148.5-149.50° C. (lit.)) (0.6 g, 0.0022 mol) and sodium acetate trihydrate (0.9 g, 0.0066 mol) at room temperature with stirring was added an aqueous solution (10 mL) of hydroxylamine hydrochloride (0.31 g, 0.0044 mol). The resulting solution was heated to reflux for 4 ... The reactants are C(C)(C)(C)[Si](OCCNC1=NC=CC(=C1)C(C1=NC=C(C=C1NS(=O)(=O)C1=CC(=C(C=C1)C)C(F)(F)F)Cl)O)(C)C (N-[2-({2-[2-(tert-butyl-dimethyl-silanyloxy)-ethylamino]-pyridin-4-yl}-hydroxy-methyl)-5-chloro-pyridin-3-yl]-4-methyl-3-trifluoromethyl-benzenesulfonamide), O1CCOCC1 (dioxane). Reagents/catalysts: O=[Mn]=O (MnO2). Reaction conditions: temperature 80 celsius, time 1 hour. Product: ClC=1C=C(C(=NC1)C(=O)C1=CC(=NC=C1)NCCO)NS(=O)(=O)C1=C(C(=CC=C1)C(F)(F)F)C (N-{5-chloro-2-[2-(2-hydroxy-ethylamino)-pyridine-4-carbonyl]-pyridin-3-yl-}-methyl-3-trifluoromethyl-benzenesulfonamide). As a reaction SMILES: C([Si](C)(C)[O:6][CH2:7][CH2:8][NH:9][C:10]1[CH:15]=[C:14]([CH:16]([OH:39])[C:17]2[C:22]([NH:23][S:24]([C:27]3[CH:32]=[CH:31][C:30](C)=[C:29]([C:34]([F:37])([F:36])[F:35])[CH:28]=3)(=[O:26])=[O:25])=[CH:21][C:20]([Cl:38])=[CH:19][N:18]=2)[CH:13]=[CH:12][N:11]=1)(C)(C)C.O1CCOC[CH2:43]1>O=[Mn]=O>[Cl:38][C:20]1[CH:21]=[C:22]([NH:23][S:24]([C:27]2[CH:32]=[CH:31][CH:30]=[C:29]([C:34]([F:37])([F:36])[F:35])[C:28]=2[CH3:43])(=[O:26])=[O:25])[C:17]([C:16]([C:14]2[CH:13]=[CH:12][N:11]=[C:10]([NH:9][CH2:8][CH2:7][OH:6])[CH:15]=2)=[O:39])=[N:18][CH:19]=1. Procedure: To the dioxane (1 mL) solution of N-[2-({2-[2-(tert-butyl-dimethyl-silanyloxy)-ethylamino]-pyridin-4-yl}-hydroxy-methyl)-5-chloro-pyridin-3-yl]-4-methyl-3-trifluoromethyl-benzenesulfonamide from step 1, was added MnO2 (440 mg, 5 mmol). The mixture was stirred at 80° C. for 1 hour, filtered, concentrated. The deprotection was performed in 4 M HCl in dioxane (4 mL) and water (1 mL) for 1 hour at RT. The solvent was evaporated and the residue was purified with HPLC to give N-{5-chloro-2-[2-(2-hydro... Starting materials: [Ag+], CCO, Cc1cccc(-c2ccc(C=O)s2)c1, O=[N+]([O-])[O-], O. Product: Cc1cccc(-c2ccc(C(=O)O)s2)c1. Reaction SMILES: [Ag+:23].[CH3:15][CH2:16][OH:17].[CH3:1][c:2]1[cH:3][c:4](-[c:8]2[cH:9][cH:10][c:11]([CH:13]=[O:14])[s:12]2)[cH:5][cH:6][cH:7]1.[N+:19]([O-:20])([O-:21])=[O:22].[OH2:18]>>[CH3:1][c:2]1[cH:3][c:4](-[c:8]2[cH:9][cH:10][c:11]([C:13](=[O:14])[OH:17])[s:12]2)[cH:5][cH:6][cH:7]1. Reactants: ClC1=CC=C2C=CC(=NC2=C1)C=CC=1C=C(OC(C#N)C)C=CC1 (2-(3-(2-(7-chloroquinolin-2-yl)ethenyl)phenoxy)propanonitrile), C(CCC)[Sn](CCCC)(CCCC)N=[N+]=[N-] (tri-butyltin azide), C(C)OCC (diethylether), C(C)O (ethanol). Run in C(Cl)Cl (CH2Cl2), C(C)(=O)O (acetic acid). Conditions: time 30 minute. Yields the product ClC1=CC=C2C=CC(=NC2=C1)C=CC=1C=C(OC(C)C2=NN=NN2)C=CC1 (5-(1-(3-(2-(7-chloroquinolin-2-yl)ethenyl)-phenoxy)ethyl)tetrazole). As a reaction SMILES: [Cl:1][C:2]1[CH:11]=[C:10]2[C:5]([CH:6]=[CH:7][C:8]([CH:12]=[CH:13][C:14]3[CH:15]=[C:16]([CH:22]=[CH:23][CH:24]=3)[O:17][CH:18]([CH3:21])[C:19]#[N:20])=[N:9]2)=[CH:4][CH:3]=1.C([Sn]([N:38]=[N+:39]=[N-:40])(CCCC)CCCC)CCC.C(OCC)C.C(O)C>C(Cl)Cl.C(O)(=O)C>[Cl:1][C:2]1[CH:11]=[C:10]2[C:5]([CH:6]=[CH:7][C:8]([CH:12]=[CH:13][C:14]3[CH:15]=[C:16]([CH:22]=[CH:23][CH:24]=3)[O:17][CH:18]([C:19]3[NH:40][N:39]=[N:38][N:20]=3)[CH3:21])=[N:9]2)=[CH:4][CH:3]=1. Reported procedure: A mixture of the propanonitrile (110 g) from Step 2 and tri-butyltin azide (120 g) was heated at 130° for 3 hours. The residue was dissolved in CH2Cl2 (1 L) on a steam bath. This solution was added to a mixture of diethylether (2 L), ethanol (100 ml) and acetic acid (10 ml). This mixture was evaporated under vacuo to approximately 300 ml. The residue was triturated with ether (1.5 L), ethyl acetate (600 ml) and filtered. The yellow solid was dissolved in 2 N NaOH (150 ml) and H2O (1 L). The aque... Reactants: Brc1ccsc1, CCCCCC, [Li]CCCC, Cl, N#Cc1ccccc1, C1CCOC1, O. Product: O=C(c1ccccc1)c1ccsc1. As a reaction SMILES: [Br:1][c:2]1[cH:3][s:4][cH:5][cH:6]1.[CH3:22][CH2:23][CH2:24][CH2:25][CH2:26][CH3:27].[CH3:7][CH2:8][CH2:9][CH2:10][Li:11].[ClH:20].[N:12]#[C:13][c:14]1[cH:15][cH:16][cH:17][cH:18][cH:19]1.[O:28]1[CH2:29][CH2:30][CH2:31][CH2:32]1.[OH2:21]>>[c:2]1([C:13]([c:14]2[cH:15][cH:16][cH:17][cH:18][cH:19]2)=[O:21])[cH:3][s:4][cH:5][cH:6]1. Starting materials: CCN=C=NCCCN(C)C, CCOC(C)=O, CCN(C(C)C)C(C)C, Cl, O=C(O)C1(F)C=CC(c2ccccc2)=C(F)C1, NCC(=O)N1CCN(C(=O)c2ccccc2C(F)(F)F)CC1, CN(C)C=O, O, On1nnc2ccccc21. The product is O=C(CNC(=O)C1(F)C=CC(c2ccccc2)=C(F)C1)N1CCN(C(=O)c2ccccc2C(F)(F)F)CC1. As a reaction SMILES: [CH3:37][CH2:38][N:39]=[C:40]=[N:41][CH2:42][CH2:43][CH2:44][N:45]([CH3:46])[CH3:47].[CH3:76][CH2:77][O:78][C:79](=[O:80])[CH3:81].[CH:1]([N:2]([CH2:3][CH3:4])[CH:5]([CH3:6])[CH3:7])([CH3:8])[CH3:9].[ClH:48].[F:10][C:11]1=[C:12]([c:21]2[cH:22][cH:23][cH:24][cH:25][cH:26]2)[CH:13]=[CH:14][C:15]([C:17](=[O:18])[OH:19])([F:20])[CH2:16]1.[NH2:49][CH2:50][C:51](=[O:52])[N:53]1[CH2:54][CH2:55][N:56]([C:59]([c:60]2[c:61]([C:66]([F:67])([F:68])[F:69])[cH:62][cH:63][cH:64][cH:65]2)=[O:70])[CH2:57][CH2:58]1.[O:71]=[CH:72][N:73]([CH3:74])[CH3:75].[OH2:82].[OH:27][n:28]1[c:29]2[c:30]([cH:31][cH:32][cH:33][cH:34]2)[n:35][n:36]1>>[F:10][C:11]1=[C:12]([c:21]2[cH:22][cH:23][cH:24][cH:25][cH:26]2)[CH:13]=[CH:14][C:15]([C:17](=[O:19])[NH:49][CH2:50][C:51](=[O:52])[N:53]2[CH2:54][CH2:55][N:56]([C:59]([c:60]3[c:61]([C:66]([F:67])([F:68])[F:69])[cH:62][cH:63][cH:64][cH:65]3)=[O:70])[CH2:57][CH2:58]2)([F:20])[CH2:16]1.